This data is from the Open Reaction Database (ORD), a public repository of structured organic reaction records. The task is: describe an organic reaction: reactants, conditions, products, and yield The reactants are Cl (HCl), O1CCOCC1 (dioxane), ClC=1C(=NN(C1)C)CSC1=NC(=CC(=N1)O)C(F)(F)F (2-{[(4-chloro-1-methyl-1H-pyrazol-3-yl)methyl]sulfanyl}-6-(trifluoromethyl)pyrimidin-4-ol). Solvent: CO (methanol). Run at time 30 minute. Yields the product Cl.ClC=1C(=NN(C1)C)CSC1=NC(=CC(=N1)O)C(F)(F)F (2-{[(4-chloro-1-methyl-1H-pyrazol-3-yl)methyl]sulfanyl}-6-(trifluoromethyl)pyrimidin-4-ol hydrochloride). The yield is 127.2%. Reaction SMILES: [Cl:1][C:2]1[C:3]([CH2:8][S:9][C:10]2[N:15]=[C:14]([OH:16])[CH:13]=[C:12]([C:17]([F:20])([F:19])[F:18])[N:11]=2)=[N:4][N:5]([CH3:7])[CH:6]=1.Cl.O1CCOCC1>CO>[ClH:1].[Cl:1][C:2]1[C:3]([CH2:8][S:9][C:10]2[N:15]=[C:14]([OH:16])[CH:13]=[C:12]([C:17]([F:20])([F:18])[F:19])[N:11]=2)=[N:4][N:5]([CH3:7])[CH:6]=1 |f:4.5|. Procedure details: 2-{[(4-chloro-1-methyl-1H-pyrazol-3-yl)methyl]sulfanyl}-6-(trifluoromethyl)pyrimidin-4-ol (120 mg, 370 μmol) was stirred in methanol (15 mL) and a solution of 4 N HCl in dioxane (140 μL, 554 μmol) was added dropwise at 0° C. The mixture was stirred for 30 minutes at room temperature. The solvent was removed by evaporation, and the residue was triturated with diethyl ether and dried in vacuo to afford 2-{[(4-chloro-1-methyl-1H-pyrazol-3-yl)methyl]sulfanyl}-6-(trifluoromethyl)pyrimidin-4-ol hydroc... Reactants: Cl.C(C)N=C=NCCCN(C)C (1-ethyl-3-(3-dimethylaminopropyl)carbodiimide hydrochloride), Cl (Hydrochloric acid), C1(CCCCC1)C(C1=C(SC(=C1)C1CCSCC1)CC)NC1=CC=C(C(=O)O)C=C1 (4-({cyclohexyl[2-ethyl-5-(tetrahydro-2H-thiopyran-4-yl)thiophen-3-yl]methyl}amino)benzoic acid), CNCCC(=O)OCC (ethyl 3-(methylamino)propanoate), O.ON1N=NC2=C1C=CC=C2 (1-hydroxybenzotriazole monohydrate), [OH-].[Na+] (sodium hydroxide). Solvent: CN(C=O)C (N,N-dimethylformamide), C(C)N(CC)CC (triethylamine), C(C)O (ethanol), O1CCCC1 (tetrahydrofuran). Run at time 8 hour. Yields the product C1(CCCCC1)C(C1=C(SC(=C1)C1CCSCC1)CC)NC1=CC=C(C=C1)C(=O)N(CCC(=O)O)C (3-[{[4-({cyclohexyl[2-ethyl-5-(tetrahydro-2H-thiopyran-4-yl)thiophen-3-yl]methyl}amino)phenyl]carbonyl}(methyl)amino]propanoic acid). Yield: 77.2%. RXN SMILES: [CH:1]1([CH:7]([NH:21][C:22]2[CH:30]=[CH:29][C:25]([C:26](O)=[O:27])=[CH:24][CH:23]=2)[C:8]2[CH:12]=[C:11]([CH:13]3[CH2:18][CH2:17][S:16][CH2:15][CH2:14]3)[S:10][C:9]=2[CH2:19][CH3:20])[CH2:6][CH2:5][CH2:4][CH2:3][CH2:2]1.[CH3:31][NH:32][CH2:33][CH2:34][C:35]([O:37]CC)=[O:36].O.ON1C2C=CC=CC=2N=N1.Cl.C(N=C=NCCCN(C)C)C.Cl.[OH-].[Na+]>CN(C)C=O.C(O)C.O1CCCC1.C(N(CC)CC)C>[CH:1]1([CH:7]([NH:21][C:22]2[CH:23]=[CH:24][C:25]([C:26]([N:32]([CH3:31])[CH2:33][CH2:34][C:35]([OH:37])=[O:36])=[O:27])=[CH:29][CH:30]=2)[C:8]2[CH:12]=[C:11]([CH:13]3[CH2:14][CH2:15][S:16][CH2:17][CH2:18]3)[S:10][C:9]=2[CH2:19][CH3:20])[CH2:6][CH2:5][CH2:4][CH2:3][CH2:2]1 |f:2.3,4.5,7.8|. Procedure details: To a mixture of 4-({cyclohexyl[2-ethyl-5-(tetrahydro-2H-thiopyran-4-yl)thiophen-3-yl]methyl}amino)benzoic acid (250 mg) synthesized in Example 272-(5), ethyl 3-(methylamino)propanoate (88.7 mg), 1-hydroxybenzotriazole monohydrate (104 mg) and triethylamine (94 μL) in N,N-dimethylformamide (10 mL) was added 1-ethyl-3-(3-dimethylaminopropyl)carbodiimide hydrochloride (130 mg), and the mixture was stirred at room temperature overnight. 1N Hydrochloric acid was added to quench the reaction, and the ... Procedure: N-Carboxybenzyl-D-phenylalaninol (100 g ;0.35M) is dissolved in ethyl acetate/toluene (1:1; 1.5-2.0 L) or dichloromethane (1.0-2.0 L) and a solution of sodium bromide (18.0-25.2 g; 0.175-0.25M) in water (50-250 mL) added. The resulting two phase mixture is stirred and cooled to 0°-5° C. under a nitrogen atmosphere. 2,2,6,6-Tetramethyl-1-piperidinyloxy free radical (TEMPO) (0.055-0.55 g; 3.5-35 mM) is added. A solution of buffered sodium hypochlorite, freshly prepared by dissolving sodium bicarbo... The solvent is O (water), O (water), ClCCl (dichloromethane), C(C)(=O)OCC.C1(=CC=CC=C1)C (ethyl acetate toluene), O (water). The product is C(=O)(O)N([C@H](CC1=CC=CC=C1)C=O)CC1=CC=CC=C1 (N-carboxybenzyl-D-phenylalaninal). As a reaction SMILES: [C:1]([N:4]([CH2:15][C:16]1[CH:21]=[CH:20][CH:19]=[CH:18][CH:17]=1)[C@@H:5]([CH2:13][OH:14])[CH2:6][C:7]1[CH:12]=[CH:11][CH:10]=[CH:9][CH:8]=1)([OH:3])=[O:2].[Br-].[Na+].Cl[O-].[Na+].C(=O)(O)[O-].[Na+].O.O.O.O.O.S([O-])([O-])(=O)=S.[Na+].[Na+]>C(OCC)(=O)C.C1(C)C=CC=CC=1.O.ClCCl>[C:1]([N:4]([CH2:15][C:16]1[CH:17]=[CH:18][CH:19]=[CH:20][CH:21]=1)[C@@H:5]([CH:13]=[O:14])[CH2:6][C:7]1[CH:12]=[CH:11][CH:10]=[CH:9][CH:8]=1)([OH:3])=[O:2] |f:1.2,3.4,5.6,7.8.9.10.11.12.13.14,15.16|. Run at time 15 minute. Isolated yield 90.6%. Starting materials: O.O.O.O.O.S(=S)(=O)([O-])[O-].[Na+].[Na+] (sodium thiosulfate pentahydrate), [Br-].[Na+] (sodium bromide), C(=O)(O)N([C@H](CC1=CC=CC=C1)CO)CC1=CC=CC=C1 (N-Carboxybenzyl-D-phenylalaninol), Cl[O-].[Na+] (sodium hypochlorite), C([O-])(O)=O.[Na+] (sodium bicarbonate), Cl[O-].[Na+] (sodium hypochlorite). The reactants are CCOC(=O)c1nn(C2CCCCO2)c2cc(O[Si](c3ccccc3)(c3ccccc3)C(C)(C)C)ccc12, C1CCOC1, CCOC(C)=O. The product is CCOC(=O)c1nn(C2CCCCO2)c2cc(O)ccc12. Reaction SMILES: [CH2:1]([CH3:2])[O:3][C:4](=[O:5])[c:6]1[n:7][n:8]([CH:33]2[O:34][CH2:35][CH2:36][CH2:37][CH2:38]2)[c:9]2[cH:10][c:11]([O:15][Si:16]([C:17]([CH3:18])([CH3:19])[CH3:20])([c:21]3[cH:22][cH:23][cH:24][cH:25][cH:26]3)[c:27]3[cH:28][cH:29][cH:30][cH:31][cH:32]3)[cH:12][cH:13][c:14]12.[CH2:45]1[O:46][CH2:47][CH2:48][CH2:49]1.[CH3:39][CH2:40][O:41][C:42](=[O:43])[CH3:44]>>[CH2:1]([CH3:2])[O:3][C:4](=[O:5])[c:6]1[n:7][n:8]([CH:33]2[O:34][CH2:35][CH2:36][CH2:37][CH2:38]2)[c:9]2[cH:10][c:11]([OH:15])[cH:12][cH:13][c:14]12. Reaction conditions: time 30 minute. The product is ClC1=CC=C(C=C1)C(C1=CC=C(C=C1)Cl)=NOCC(=O)N (di-(4-chlorophenyl)methyleneamino-oxyacetamide). Reported procedure: Sodium hydride (0.5 g., 50% w/w suspension in mineral oil) was added gradually to a stirred solution of 4,4'-dichlorobenzophenone oxime (2.6 g.) in dry dimethylformamide (20 ml.) keeping the temperature below 30° C. After 30 minutes, chloroacetamide (0.9 g.) was added to the stirred solution keeping the temperature below 30° C. After 16 hours stirring at ambient temperature the mixture was poured into water (100 ml.) and the subsequent mixture extracted with ether. The combined extract was washe... Reactants: O (water), [H-].[Na+] (Sodium hydride), ClC1=CC=C(C(C2=CC=C(C=C2)Cl)=NO)C=C1 (4,4'-dichlorobenzophenone oxime), ClCC(=O)N (chloroacetamide). RXN SMILES: [H-].[Na+].[Cl:3][C:4]1[CH:19]=[CH:18][C:7]([C:8](=[N:16][OH:17])[C:9]2[CH:14]=[CH:13][C:12]([Cl:15])=[CH:11][CH:10]=2)=[CH:6][CH:5]=1.Cl[CH2:21][C:22]([NH2:24])=[O:23].O>CN(C)C=O>[Cl:3][C:4]1[CH:5]=[CH:6][C:7]([C:8](=[N:16][O:17][CH2:21][C:22]([NH2:24])=[O:23])[C:9]2[CH:10]=[CH:11][C:12]([Cl:15])=[CH:13][CH:14]=2)=[CH:18][CH:19]=1 |f:0.1|. The solvent is CN(C=O)C (dimethylformamide). Yield: 35.4%. Reaction SMILES: [C:34](=[O:35])([OH:36])[O-:37].[CH3:1][NH:2][C:3](=[O:4])[c:5]1[n:6][cH:7][cH:8][c:9]([O:11][c:12]2[cH:13][c:14]3[c:15]([n:16][c:17]([S:19][CH3:20])[s:18]3)[cH:21][cH:22]2)[cH:10]1.[Cl:39][CH2:40][Cl:41].[Na+:38].[OH:23][O:24][C:25]([c:26]1[cH:27][c:28]([Cl:29])[cH:30][cH:31][cH:32]1)=[O:33]>>[CH3:1][NH:2][C:3](=[O:4])[c:5]1[n:6][cH:7][cH:8][c:9]([O:11][c:12]2[cH:13][c:14]3[c:15]([n:16][c:17]([S:19]([CH3:20])=[O:23])[s:18]3)[cH:21][cH:22]2)[cH:10]1. Yields the product CNC(=O)c1cc(Oc2ccc3nc(S(C)=O)sc3c2)ccn1. Reactants: O=C([O-])O, CNC(=O)c1cc(Oc2ccc3nc(SC)sc3c2)ccn1, ClCCl, [Na+], O=C(OO)c1cccc(Cl)c1.